Task: describe an organic reaction: reactants, conditions, products, and yield. Dataset: the Open Reaction Database (ORD), a public repository of structured organic reaction records Starting materials: CS(=O)(=O)OCCC=1C(OC2=C(C1C)C=CC(=C2)OC)=O (3-[2-(methanesulphonyloxy)ethyl]-7-methoxy-4-methyl-2H-1-benzopyran-2-one), COC1=C(C=CC=C1)N1CCNCC1 (1-(2-methoxyphenyl)piperazine). Solvent: C(C)O.CC(C)(C)OC (ethanol TBME). The product is COC1=CC2=C(C(=C(C(O2)=O)CCN2CCN(CC2)C2=C(C=CC=C2)OC)C)C=C1 (7-methoxy-3-{2-[4-(2-methoxyphenyl)-1-piperazinyl]ethyl}-4-methyl-2H-1-benzopyran-2-one). The yield is 29.0%. As a reaction SMILES: CS(O[CH2:6][CH2:7][C:8]1[C:9](=[O:21])[O:10][C:11]2[CH:18]=[C:17]([O:19][CH3:20])[CH:16]=[CH:15][C:12]=2[C:13]=1[CH3:14])(=O)=O.[CH3:22][O:23][C:24]1[CH:29]=[CH:28][CH:27]=[CH:26][C:25]=1[N:30]1[CH2:35][CH2:34][NH:33][CH2:32][CH2:31]1>C(O)C.CC(OC)(C)C>[CH3:20][O:19][C:17]1[CH:16]=[CH:15][C:12]2[C:13]([CH3:14])=[C:8]([CH2:7][CH2:6][N:33]3[CH2:32][CH2:31][N:30]([C:25]4[CH:26]=[CH:27][CH:28]=[CH:29][C:24]=4[O:23][CH3:22])[CH2:35][CH2:34]3)[C:9](=[O:21])[O:10][C:11]=2[CH:18]=1 |f:2.3|. Procedure details: Process A; starting materials: 3-[2-(methanesulphonyloxy)ethyl]-7-methoxy-4-methyl-2H-1-benzopyran-2-one (Example 26) and 1-(2-methoxyphenyl)piperazine; yield 29%; m.p. 129°-130° C. (from ethanol/TBME).